Dataset: the Open Reaction Database (ORD), a public repository of structured organic reaction records. Task: describe an organic reaction: reactants, conditions, products, and yield Reactants: C[Si](C)(C)[N-][Si](C)(C)C.[Li+] (lithium bis(trimethylsilyl)amide), CC(CN1N=CC(=C1)[N+](=O)[O-])(C)O[Si](C)(C)C (1-(2-methyl-2-((trimethylsilyl)oxy)propyl)-4-nitro-1H-pyrazole), ClC(C(Cl)(Cl)Cl)(Cl)Cl (hexachloroethane). The solvent is C1CCOC1 (THF). Reaction conditions: temperature -78 celsius, time 1 hour. Yields the product ClC1=C(C=NN1CC(C)(O[Si](C)(C)C)C)[N+](=O)[O-] (5-Chloro-1-(2-methyl-2-((trimethylsilyl)oxy)propyl)-4-nitro-1H-pyrazole). Yield: 80.1%. As a reaction SMILES: [CH3:1][C:2]([O:13][Si:14]([CH3:17])([CH3:16])[CH3:15])([CH3:12])[CH2:3][N:4]1[CH:8]=[C:7]([N+:9]([O-:11])=[O:10])[CH:6]=[N:5]1.C[Si]([N-][Si](C)(C)C)(C)C.[Li+].[Cl:28]C(Cl)(Cl)C(Cl)(Cl)Cl>C1COCC1>[Cl:28][C:8]1[N:4]([CH2:3][C:2]([CH3:1])([O:13][Si:14]([CH3:15])([CH3:17])[CH3:16])[CH3:12])[N:5]=[CH:6][C:7]=1[N+:9]([O-:11])=[O:10] |f:1.2|. Reported procedure: A solution of 1-(2-methyl-2-((trimethylsilyl)oxy)propyl)-4-nitro-1H-pyrazole (1 equiv) in THF (0.41 M) was cooled into −78° C., followed by addition of lithium bis(trimethylsilyl)amide (2.6 equiv). After 1 h, hexachloroethane (1.5 equiv) was added. The reaction mixture was stirred at −78° C. for 2 h then the mixture was quenched with saturated aqueous ammonium chloride solution. The mixture was extracted with ethyl acetate and the organic layer was dried over sodium sulfate, filtered and concent... The reactants are CN(C)C=O (DMF), BrC=1N=C2C(=NC1)N(C=C2C(=O)NC(C)(C)C)COCC[Si](C)(C)C (2-bromo-N-tert-butyl-5-((2-(trimethylsilyl)ethoxy)methyl)-5H-pyrrolo[2,3-b]pyrazine-7-carboxamide), Cl.CN1N=CC(=C1)N (1-methyl-1H-pyrazol-4-amine hydrochloride), CC(C)([O-])C.[Na+] (sodium tert-butoxide). The reagents and catalysts are C(C)(=O)[O-].[Pd+2].C(C)(=O)[O-] (palladium (II) acetate), C=1C=CC(=CC1)P(C=2C=CC=CC2)C3=CC=C4C=CC=CC4=C3C5=C6C=CC=CC6=CC=C5P(C=7C=CC=CC7)C=8C=CC=CC8 (BINAP). The solvent is C1(=CC=CC=C1)C (toluene), O (water). Reaction conditions: temperature 140 celsius. The product is C(C)(C)(C)NC(=O)C1=CN(C2=NC=C(N=C21)NC=2C=NN(C2)C)COCC[Si](C)(C)C (N-tert-butyl-2-(1-methyl-1H-pyrazol-4-ylamino)-5-((2-(trimethylsilyl)ethoxy)methyl)-5H-pyrrolo[2,3-b]pyrazine-7-carboxamide). Isolated yield 57.3%. Reaction SMILES: Br[C:2]1[N:3]=[C:4]2[C:10]([C:11]([NH:13][C:14]([CH3:17])([CH3:16])[CH3:15])=[O:12])=[CH:9][N:8]([CH2:18][O:19][CH2:20][CH2:21][Si:22]([CH3:25])([CH3:24])[CH3:23])[C:5]2=[N:6][CH:7]=1.Cl.[CH3:27][N:28]1[CH:32]=[C:31]([NH2:33])[CH:30]=[N:29]1.CC(C)([O-])C.[Na+].CN(C=O)C>O.C([O-])(=O)C.[Pd+2].C([O-])(=O)C.C1C=CC(P(C2C(C3C(P(C4C=CC=CC=4)C4C=CC=CC=4)=CC=C4C=3C=CC=C4)=C3C(C=CC=C3)=CC=2)C2C=CC=CC=2)=CC=1.C1(C)C=CC=CC=1>[C:14]([NH:13][C:11]([C:10]1[C:4]2[C:5](=[N:6][CH:7]=[C:2]([NH:33][C:31]3[CH:30]=[N:29][N:28]([CH3:27])[CH:32]=3)[N:3]=2)[N:8]([CH2:18][O:19][CH2:20][CH2:21][Si:22]([CH3:25])([CH3:24])[CH3:23])[CH:9]=1)=[O:12])([CH3:17])([CH3:16])[CH3:15] |f:1.2,3.4,7.8.9|. Reported procedure: To a mixture of 2-bromo-N-tert-butyl-5-((2-(trimethylsilyl)ethoxy)methyl)-5H-pyrrolo[2,3-b]pyrazine-7-carboxamide (150 mg, 351 mol), 1-methyl-1H-pyrazol-4-amine hydrochloride (70.3 mg, 526 mol), BINAP (10.9 mg, 17.5 mol), palladium (II) acetate (19.7 mg, 87.7 mol) and sodium tert-butoxide (84.3 mg, 877 mol) was added DMF (1 mL) and toluene (500 μL). After heating in a microwave at 140° C. for 20 min, the reaction mixture was cooled, diluted with water and extracted with ethyl acetate (3×). The c... Reactants: N(=NC(C#N)(C)C)C(C#N)(C)C (azobis(isobutyronitrile)), C1(\C=C/C(=O)O1)=O (maleic anhydride). Solvent: C1=CC=CC=C1 (benzene), C1=CC=CC=C1 (benzene). Yields the product C=C.C(C)(=O)OC=C.C1(\C=C/C(=O)O1)=O (Ethylene/Vinyl Acetate Maleic Anhydride). RXN SMILES: N(C(C)(C)C#N)=N[C:3](C)(C)[C:4]#N.[C:13]1(=[O:19])[O:18][C:16](=[O:17])[CH:15]=[CH:14]1>C1C=CC=CC=1>[CH2:3]=[CH2:4].[C:16]([O:18][CH:13]=[CH2:14])(=[O:17])[CH3:15].[C:16]1(=[O:17])[O:18][C:13](=[O:19])[CH:14]=[CH:15]1 |f:3.4.5|. Reported procedure: A solution of azobis(isobutyronitrile) in benzene was simultaneously introduced at a rate sufficient to keep the reactor temperature at 170°C. (about 0.587 g./hr. corresponding to 0.86 kg. catalyst per 1000 kg. of terpolymer). The total benzene feed was 1.04 kg./hr. The terpolymer produced was isolated by a procedure similar to that described in Procedure A. The weight percent of maleic anhydride was 1.7. Starting materials: COCCOc1ccc(CCC(=O)O)cc1OCCOC, CS(=O)(=O)O, [Na+], [OH-]. Product: COCCOc1cc2c(cc1OCCOC)C(=O)CC2. Reaction SMILES: [CH3:1][O:2][CH2:3][CH2:4][O:5][c:6]1[cH:7][c:8]([CH2:17][CH2:18][C:19](=[O:20])[OH:21])[cH:9][cH:10][c:11]1[O:12][CH2:13][CH2:14][O:15][CH3:16].[CH3:24][S:25](=[O:26])(=[O:27])[OH:28].[Na+:23].[OH-:22]>>[CH3:1][O:2][CH2:3][CH2:4][O:5][c:6]1[cH:7][c:8]2[c:9]([cH:10][c:11]1[O:12][CH2:13][CH2:14][O:15][CH3:16])[C:19](=[O:21])[CH2:18][CH2:17]2. Starting materials: CC1=C(C(=CC(=C1)C(CC(C)C)O)C)C1=CC=C(C=C1)C(F)(F)F (1-(2,6-dimethyl-4′-trifluoromethyl-biphenyl-4-yl)-3-methyl-butan-1-ol), N(=NC(=O)N1CCCCC1)C(=O)N1CCCCC1 (1,1′-(azodicarbonyl) dipiperidine), C(CCC)P(CCCC)CCCC (tributylphosphine), COC(CCNC(C1=CC=C(C=C1)O)=O)=O (3-(4-hydroxy-benzoylamino)-propionic acid methyl ester). The solvent is C1(=CC=CC=C1)C (toluene). Reaction conditions: time 8 hour. Yields the product COC(CCNC(C1=CC=C(C=C1)OC(CC(C)C)C1=CC(=C(C(=C1)C)C1=CC=C(C=C1)C(F)(F)F)C)=O)=O (3-{4-[1-(2,6-dimethyl-4′-trifluoromethyl-biphenyl-4-yl)-3-methyl-butoxy]-benzoylamino}-propionic acid methyl ester). RXN SMILES: [CH3:1][C:2]1[CH:7]=[C:6]([CH:8]([OH:13])[CH2:9][CH:10]([CH3:12])[CH3:11])[CH:5]=[C:4]([CH3:14])[C:3]=1[C:15]1[CH:20]=[CH:19][C:18]([C:21]([F:24])([F:23])[F:22])=[CH:17][CH:16]=1.N(C(N1CCCCC1)=O)=NC(N1CCCCC1)=O.C(P(CCCC)CCCC)CCC.[CH3:56][O:57][C:58](=[O:71])[CH2:59][CH2:60][NH:61][C:62](=[O:70])[C:63]1[CH:68]=[CH:67][C:66](O)=[CH:65][CH:64]=1>C1(C)C=CC=CC=1>[CH3:56][O:57][C:58](=[O:71])[CH2:59][CH2:60][NH:61][C:62](=[O:70])[C:63]1[CH:68]=[CH:67][C:66]([O:13][CH:8]([C:6]2[CH:5]=[C:4]([CH3:14])[C:3]([C:15]3[CH:16]=[CH:17][C:18]([C:21]([F:22])([F:23])[F:24])=[CH:19][CH:20]=3)=[C:2]([CH3:1])[CH:7]=2)[CH2:9][CH:10]([CH3:12])[CH3:11])=[CH:65][CH:64]=1. Procedure: To a solution of 1-(2,6-dimethyl-4′-trifluoromethyl-biphenyl-4-yl)-3-methyl-butan-1-ol (270 mg, 0.8 mmol) in toluene (8 mL) is added 1,1′-(azodicarbonyl) dipiperidine (ADDP, 304 mg, 1.21 mmol) at 0° C., followed by the addition of tributylphosphine (0.3 mL, 12.1 mmol) and 3-(4-hydroxy-benzoylamino)-propionic acid methyl ester (215 mg, 0.96 mmol). The reaction mixture is warmed up to room temperature and stirred overnight. The mixture is loaded on silica gel, eluted with hexanes with a gradient f... Reactants: [Br-].C(=O)(O)CCCCC[P+](C1=CC=CC=C1)(C1=CC=CC=C1)C1=CC=CC=C1 (5-carboxypentyltriphenylphosphonium bromide), C(\C=C\CCCCC)=O (2-trans-octenal). The solvent is CN(C)P(=O)(N(C)C)N(C)C.C1CCOC1 (HMPA THF). Product: C(CCCCC=CC=CCCCCC)(=O)O (6,8-Tetradecanedienoic acid). The yield is 42.6%. Reaction SMILES: [Br-].[C:2]([CH2:5][CH2:6][CH2:7][CH2:8][CH2:9][P+](C1C=CC=CC=1)(C1C=CC=CC=1)C1C=CC=CC=1)([OH:4])=[O:3].[CH:29](=O)/[CH:30]=[CH:31]/[CH2:32][CH2:33][CH2:34][CH2:35][CH3:36]>CN(P(N(C)C)(N(C)C)=O)C.C1COCC1>[C:2]([OH:4])(=[O:3])[CH2:5][CH2:6][CH2:7][CH2:8][CH:9]=[CH:29][CH:30]=[CH:31][CH2:32][CH2:33][CH2:34][CH2:35][CH3:36] |f:0.1,3.4|. Reported procedure: This compound was synthesized from 5-carboxypentyltriphenylphosphonium bromide (9.50 g, 20 mmol) and 2-trans-octenal (2.52 g, 20 mmol) in 10% HMPA-THF (100 mL) by Wittig reaction. Kugelrohr distillation yielded the product (1.91 g, 43%) as a pale yellow oil (bp 122-125° C./0.01 torr). IR: 3500-2500, 1730 cm-1 ; 1H-NMR: 0.95 (t, 3H), 1.40 (m, 10H), 2.30 (m, 6H), 6.00 (m, 4H), 11.30 (bs, 1H). Anal. Calcd. for C14H24O2 : C, 74.95, H, 10.78%; Found: C, 75.04, H, 10.80%. Starting materials: ClC1=C(C(=O)NC=2C=C3C(OC(C3=CC2O)(F)F)(F)F)C=CN=C1 (3-chloro-N-(1,1,3,3-tetrafluoro-6-hydroxy-1,3-dihydroisobenzofuran-5-yl)isonicotinamide), O1CCCC1 (tetrahydrofuran), C1(=CC=CC=C1)P(C1=CC=CC=C1)C1=CC=CC=C1 (triphenylphosphine), N(=NC(=O)OCC)C(=O)OCC (diethyl azodicarboxylate). Solvent: C1(=CC=CC=C1)C (toluene). Reaction conditions: time 1.5 hour. Yields the product ClC=1C=NC=CC1C=1OC2=C(N1)C=C1C(=C2)C(OC1(F)F)(F)F (2-(3-chloropyridin-4-yl)-5,5,7,7-tetrafluoro-5,7-dihydro-furo[3′,4′:4,5]benzo[1,2-d]oxazole). The yield is 85.1%. Reaction SMILES: [Cl:1][C:2]1[CH:24]=[N:23][CH:22]=[CH:21][C:3]=1[C:4]([NH:6][C:7]1[CH:8]=[C:9]2[C:13](=[CH:14][C:15]=1O)[C:12]([F:18])([F:17])[O:11][C:10]2([F:20])[F:19])=[O:5].O1CCCC1.C1(P(C2C=CC=CC=2)C2C=CC=CC=2)C=CC=CC=1.N(C(OCC)=O)=NC(OCC)=O>C1(C)C=CC=CC=1>[Cl:1][C:2]1[CH:24]=[N:23][CH:22]=[CH:21][C:3]=1[C:4]1[O:5][C:15]2[CH:14]=[C:13]3[C:12]([F:17])([F:18])[O:11][C:10]([F:19])([F:20])[C:9]3=[CH:8][C:7]=2[N:6]=1. Reported procedure: To a mixture of 0.68 g of 3-chloro-N-(1,1,3,3-tetrafluoro-6-hydroxy-1,3-dihydroisobenzofuran-5-yl)isonicotinamide, 8 ml of tetrahydrofuran and 0.55 g of triphenylphosphine, 0.90 g of 40% toluene solution of diethyl azodicarboxylate was added dropwise at room temperature, and the reaction mixture was stirred for 1.5 hours. The reaction mixture was concentrated under reduced pressure. The residue was subjected to silica gel column chromatography to give 0.55 g of 2-(3-chloropyridin-4-yl)-5,5,7,7-t... Starting materials: CCc1ccc(-c2sc(C)nc2C(=O)O)cc1, Cc1nc2sccn2c1C(=O)NCC1NCC2CC(C)CC21. Product: CCc1ccc(-c2sc(C)nc2C(=O)N2CC3CC(C)CC3C2CNC(=O)c2c(C)nc3sccn23)cc1. As a reaction SMILES: [CH2:23]([CH3:24])[c:25]1[cH:26][cH:27][c:28](-[c:31]2[c:32]([C:37](=[O:38])[OH:39])[n:33][c:34]([CH3:36])[s:35]2)[cH:29][cH:30]1.[CH3:1][CH:2]1[CH2:3][CH:4]2[CH2:5][NH:6][CH:7]([CH2:10][NH:11][C:12](=[O:13])[c:14]3[c:15]([CH3:22])[n:16][c:17]4[s:18][cH:19][cH:20][n:21]34)[CH:8]2[CH2:9]1>>[CH3:1][CH:2]1[CH2:3][CH:4]2[CH2:5][N:6]([C:37]([c:32]3[c:31](-[c:28]4[cH:27][cH:26][c:25]([CH2:23][CH3:24])[cH:30][cH:29]4)[s:35][c:34]([CH3:36])[n:33]3)=[O:38])[CH:7]([CH2:10][NH:11][C:12](=[O:13])[c:14]3[c:15]([CH3:22])[n:16][c:17]4[s:18][cH:19][cH:20][n:21]34)[CH:8]2[CH2:9]1.